Dataset: the Open Reaction Database (ORD), a public repository of structured organic reaction records. Task: describe an organic reaction: reactants, conditions, products, and yield The reactants are O=O (oxygen), C(C)(=O)ON1C(N(C(N(C1=O)OC(C)=O)=O)OC(C)=O)=O (1,3,5-triacetoxy-hexahydro-1,3,5-triazine-2,4,6-trione), CC=1C=CC(=CC1)C(=O)O (p-toluic acid), C(C)(=O)O (acetic acid). Reagents/catalysts: C(C)(=O)[O-].[Mn+2].C(C)(=O)[O-] (manganese(II) acetate), C(C)(=O)[O-].[Co+2].C(C)(=O)[O-] (cobalt(II) acetate), [Ti] (titanium). The solvent is O (water). Run at temperature 150 celsius, time 1 hour. Product: C(C1=CC=C(C(=O)O)C=C1)(=O)O (terephthalic acid), CC=1C=CC(=CC1)C(=O)O (p-toluic acid). Reaction SMILES: [CH3:1][C:2]1[CH:3]=[CH:4][C:5]([C:8]([OH:10])=[O:9])=[CH:6][CH:7]=1.[C:11]([OH:14])(=[O:13])[CH3:12].C(ON1C(=O)N(OC(=O)C)C(=O)N(OC(=O)C)C1=O)(=O)C.O=O>[Ti].C([O-])(=O)C.[Co+2].C([O-])(=O)C.C([O-])(=O)C.[Mn+2].C([O-])(=O)C.O>[C:8]([OH:10])(=[O:9])[C:5]1[CH:6]=[CH:7][C:12]([C:11]([OH:14])=[O:13])=[CH:3][CH:4]=1.[CH3:1][C:2]1[CH:3]=[CH:4][C:5]([C:8]([OH:10])=[O:9])=[CH:6][CH:7]=1 |f:5.6.7,8.9.10|. Reported procedure: In a 500-ml titanium autoclave equipped with a stirrer and a pressure gauge, 15.36 g of p-toluic acid, 104.0 g of acetic acid, 0.114 g of 1,3,5-triacetoxy-hexahydro-1,3,5-triazine-2,4,6-trione (1,3,5-triacetoxyisocyanuric acid) (0.33% by mole relative to p-toluic acid), 0.112 g of cobalt(II) acetate.4H2O and 0.277 g of manganese(II) acetate.4H2O were placed. The autoclave was charged with 2 MPa of oxygen gas and 2 MPa of nitrogen gas and placed in a heated oil bath. The mixture was stirred at 15... Reactants: FCOC1=C(C=C(C(=O)OC)C=C1)C(F)(F)F (methyl 4-(fluoromethoxy)-3-(trifluoromethyl)benzoate), [H-].[H-].[H-].[H-].[Li+].[Al+3] (LAH). Solvent: C(Cl)Cl (DCM). Conditions: time 15 minute. The product is FCOC1=C(C=C(C=C1)CO)C(F)(F)F ((4-(Fluoromethoxy)-3-(trifluoromethyl)phenyl)methanol). Yield: 84.8%. RXN SMILES: [F:1][CH2:2][O:3][C:4]1[CH:13]=[CH:12][C:7]([C:8](OC)=[O:9])=[CH:6][C:5]=1[C:14]([F:17])([F:16])[F:15].[H-].[H-].[H-].[H-].[Li+].[Al+3]>C(Cl)Cl>[F:1][CH2:2][O:3][C:4]1[CH:13]=[CH:12][C:7]([CH2:8][OH:9])=[CH:6][C:5]=1[C:14]([F:15])([F:16])[F:17] |f:1.2.3.4.5.6|. Procedure: To a cooled (−78° C.) solution of methyl 4-(fluoromethoxy)-3-(trifluoromethyl)benzoate (2.44 g, 9.68 mmol) in DCM under nitrogen was added 2.0 M LAH (4.84 mL, 9.68 mmol) by syringed. The reaction was stirred for 15 min. The reaction was quenched with water (0.484 mL) and 10% NaOH (0.968 mL). The mixture was filtered and concentrated to give the title compound as an oil (1.84 g). 1H NMR (400 MHz, DMSO-d6) δ ppm 4.52 (d, J=5.68 Hz, 2H), 5.32 (t, J=5.75 Hz, 1H), 5.85-6.08 (d, J=53.44 Hz, 2H), 7.39 ...